From a dataset of the Open Reaction Database (ORD), a public repository of structured organic reaction records. describe an organic reaction: reactants, conditions, products, and yield Reactants: CCO, O=c1[nH]nc(-c2ccc([N+](=O)[O-])cc2)o1. Product: Nc1ccc(-c2n[nH]c(=O)o2)cc1. As a reaction SMILES: [CH3:16][CH2:17][OH:18].[N+:1]([O-:2])(=[O:3])[c:4]1[cH:5][cH:6][c:7](-[c:10]2[n:11][nH:12][c:13](=[O:15])[o:14]2)[cH:8][cH:9]1>>[NH2:1][c:4]1[cH:5][cH:6][c:7](-[c:10]2[n:11][nH:12][c:13](=[O:15])[o:14]2)[cH:8][cH:9]1.